This data is from the Open Reaction Database (ORD), a public repository of structured organic reaction records. The task is: describe an organic reaction: reactants, conditions, products, and yield The reactants are Br, CC(=O)O, Cc1ccc(C(=O)NC2CC2)cc1NC(=O)c1ccc(OCc2ccc(OCc3ccccc3)cn2)cc1. The product is Br, Cc1ccc(C(=O)NC2CC2)cc1NC(=O)c1ccc(OCc2ccc(O)cn2)cc1. Reaction SMILES: [BrH:39].[CH3:40][C:41](=[O:42])[OH:43].[CH:1]1([NH:4][C:5]([c:6]2[cH:7][c:8]([NH:13][C:14]([c:15]3[cH:16][cH:17][c:18]([O:21][CH2:22][c:23]4[n:24][cH:25][c:26]([O:29][CH2:30][c:31]5[cH:32][cH:33][cH:34][cH:35][cH:36]5)[cH:27][cH:28]4)[cH:19][cH:20]3)=[O:37])[c:9]([CH3:12])[cH:10][cH:11]2)=[O:38])[CH2:2][CH2:3]1>>[BrH:39].[CH:1]1([NH:4][C:5]([c:6]2[cH:7][c:8]([NH:13][C:14]([c:15]3[cH:16][cH:17][c:18]([O:21][CH2:22][c:23]4[n:24][cH:25][c:26]([OH:29])[cH:27][cH:28]4)[cH:19][cH:20]3)=[O:37])[c:9]([CH3:12])[cH:10][cH:11]2)=[O:38])[CH2:2][CH2:3]1. The reactants are ClC=1C2=C(N=C(N1)N)CCOC2 (4-chloro-7,8-dihydro-5H-pyrano[4,3-d]pyrimidine-2-ylamine), C(CCCC)N (amylamine). Product: NC=1N=C(C2=C(N1)CCOC2)NCCCCC (N-(2-Amino-7,8-dihydro-5H-pyrano[4,3-d]pyrimidine-4-yl)-N-pentylamine). Isolated yield 59.0%. Reaction SMILES: Cl[C:2]1[C:3]2[CH2:12][O:11][CH2:10][CH2:9][C:4]=2[N:5]=[C:6]([NH2:8])[N:7]=1.[CH2:13]([NH2:18])[CH2:14][CH2:15][CH2:16][CH3:17]>>[NH2:8][C:6]1[N:7]=[C:2]([NH:18][CH2:13][CH2:14][CH2:15][CH2:16][CH3:17])[C:3]2[CH2:12][O:11][CH2:10][CH2:9][C:4]=2[N:5]=1. Procedure: A mixture of 4-chloro-7,8-dihydro-5H-pyrano[4,3-d]pyrimidine-2-ylamine (29.3 mg, 0.158 mmol) and amylamine (1.0 ml) was refluxed for 2.5 hours. After reaction, the procedure according to pro-treatment of Example 7 was carried out to give the object compound (22.3 mg, 59%).